This data is from the Open Reaction Database (ORD), a public repository of structured organic reaction records. The task is: describe an organic reaction: reactants, conditions, products, and yield Starting materials: ClC1=C(C=CC=C1)C1=NN(C=C1C(=O)OCC)C (ethyl 3-(2-chlorophenyl)-1-methyl-1H-pyrazole-4-carboxylate), [OH-].[K+] (potassium hydroxide), O (water). Run in C(C)O (ethanol). Run at time 3 day. The product is ClC1=C(C=CC=C1)C1=NN(C=C1C(=O)O)C (3-(2-chlorophenyl)-1-methyl-1H-pyrazole-4-carboxylic acid). Isolated yield 94.8%. RXN SMILES: [Cl:1][C:2]1[CH:7]=[CH:6][CH:5]=[CH:4][C:3]=1[C:8]1[C:12]([C:13]([O:15]CC)=[O:14])=[CH:11][N:10]([CH3:18])[N:9]=1.[OH-].[K+].O>C(O)C>[Cl:1][C:2]1[CH:7]=[CH:6][CH:5]=[CH:4][C:3]=1[C:8]1[C:12]([C:13]([OH:15])=[O:14])=[CH:11][N:10]([CH3:18])[N:9]=1 |f:1.2|. Procedure details: A mixture of 0.72 g of ethyl 3-(2-chlorophenyl)-1-methyl-1H-pyrazole-4-carboxylate, 0.23 g of potassium hydroxide, 1 ml of water and 5 ml of ethanol was stirred at room temperature for 3 days. After the reaction mixture was concentrated under reduced pressure, water was poured into the resulting residue and the mixture was washed with methyl tert-butyl ether. The aqueous layer was adjusted to around pH 3 by an addition of a 10% aqueous citric acid, and then extracted with ethyl acetate. The orga... Starting materials: COCCN1CCc2ccc(N)cc2CC1, CC(C)(CNc1nc(Cl)ncc1Cl)NS(C)(=O)=O. Product: COCCN1CCc2ccc(Nc3ncc(Cl)c(NCC(C)(C)NS(C)(=O)=O)n3)cc2CC1. Reaction SMILES: [CH3:1][O:2][CH2:3][CH2:4][N:5]1[CH2:6][CH2:7][c:8]2[c:9]([cH:12][c:13]([NH2:16])[cH:14][cH:15]2)[CH2:10][CH2:11]1.[Cl:17][c:18]1[n:19][cH:20][c:21]([Cl:34])[c:22]([NH:24][CH2:25][C:26]([CH3:27])([CH3:28])[NH:29][S:30](=[O:31])(=[O:32])[CH3:33])[n:23]1>>[CH3:1][O:2][CH2:3][CH2:4][N:5]1[CH2:6][CH2:7][c:8]2[c:9]([cH:12][c:13]([NH:16][c:18]3[n:19][cH:20][c:21]([Cl:34])[c:22]([NH:24][CH2:25][C:26]([CH3:27])([CH3:28])[NH:29][S:30](=[O:31])(=[O:32])[CH3:33])[n:23]3)[cH:14][cH:15]2)[CH2:10][CH2:11]1. Reactants: COC=1C=NC=C(C1OCC1=CC=C(C=C1)OC)OC (3,5-dimethoxy-4-(4-methoxy-benzyloxy)-pyridine), C(C)(C)(C)[Li] (t-butyllithium), II (iodine). Run in C1CCOC1 (THF), C1CCOC1 (THF). Run at time 10 minute. Yields the product IC1=NC=C(C(=C1OC)OCC1=CC=C(C=C1)OC)OC (2-Iodo-3,5-dimethoxy-4-(4-methoxy-benzyloxy)-pyridine). Yield: 57.2%. Reaction SMILES: [CH3:1][O:2][C:3]1[CH:4]=[N:5][CH:6]=[C:7]([O:19][CH3:20])[C:8]=1[O:9][CH2:10][C:11]1[CH:16]=[CH:15][C:14]([O:17][CH3:18])=[CH:13][CH:12]=1.C([Li])(C)(C)C.[I:26]I>C1COCC1>[I:26][C:6]1[C:7]([O:19][CH3:20])=[C:8]([O:9][CH2:10][C:11]2[CH:16]=[CH:15][C:14]([O:17][CH3:18])=[CH:13][CH:12]=2)[C:3]([O:2][CH3:1])=[CH:4][N:5]=1. Procedure details: To a solution of 3,5-dimethoxy-4-(4-methoxy-benzyloxy)-pyridine (120 mg, 0.436 mmol) in dry THF (3 ml) at −78° C. was added t-butyllithium (0.48 mmol, 1.7 M solution in pentane) and the resulting orange mixture was stirred at low temperature for 10 minutes. A solution of iodine (166 mg, 0.654 mmol) in dry THF (2 ml) was added drop-wise and the reaction allowed to warm to room temperature and stir for 15 minutes, then quenched with 10% Na2S2O3 (aq) and extracted with EtOAc. The organic layer was ... Reactants: COc1ccc(C(=O)O)c(C=O)c1, CC(=O)O, CC(=O)[O-], [Na+], O, O=C1CSC(=S)N1. Product: COc1ccc(C(=O)O)c(C=C2SC(=S)NC2=O)c1. RXN SMILES: [CH3:1][O:2][c:3]1[cH:4][c:5]([CH:12]=[O:13])[c:6]([C:7](=[O:8])[OH:9])[cH:10][cH:11]1.[CH3:21][C:22](=[O:23])[OH:24].[CH3:26][C:27](=[O:28])[O-:29].[Na+:25].[OH2:30].[S:14]1[C:15](=[S:16])[NH:17][C:18](=[O:19])[CH2:20]1>>[CH3:1][O:2][c:3]1[cH:4][c:5]([CH:12]=[C:20]2[S:14][C:15](=[S:16])[NH:17][C:18]2=[O:19])[c:6]([C:7](=[O:8])[OH:9])[cH:10][cH:11]1. Reactants: Clc1nc(N2CCOCC2)c2ncn(C3CCCCO3)c2n1, Nc1ncc(B(O)O)cn1. The product is Nc1ncc(-c2nc(N3CCOCC3)c3ncn(C4CCCCO4)c3n2)cn1. As a reaction SMILES: [Cl:1][c:2]1[n:3][c:4]([N:17]2[CH2:18][CH2:19][O:20][CH2:21][CH2:22]2)[c:5]2[n:6][cH:7][n:8]([CH:11]3[O:12][CH2:13][CH2:14][CH2:15][CH2:16]3)[c:9]2[n:10]1.[NH2:23][c:24]1[n:25][cH:26][c:27]([B:30]([OH:31])[OH:32])[cH:28][n:29]1>>[c:2]1(-[c:27]2[cH:26][n:25][c:24]([NH2:23])[n:29][cH:28]2)[n:3][c:4]([N:17]2[CH2:18][CH2:19][O:20][CH2:21][CH2:22]2)[c:5]2[n:6][cH:7][n:8]([CH:11]3[O:12][CH2:13][CH2:14][CH2:15][CH2:16]3)[c:9]2[n:10]1. The reactants are [Al+3], CO, Cc1cccc2c1OC(=O)CC2, [Cl-], [Cl-], [Cl-], O. Yields the product Cc1ccc2c(c1O)CCC2=O. RXN SMILES: [Al+3:16].[CH3:18][OH:19].[CH3:1][c:2]1[cH:3][cH:4][cH:5][c:6]2[c:11]1[O:10][C:9](=[O:12])[CH2:8][CH2:7]2.[Cl-:13].[Cl-:14].[Cl-:15].[OH2:17]>>[CH3:1][c:2]1[cH:3][cH:4][c:5]2[c:6]([c:11]1[OH:10])[CH2:7][CH2:8][C:9]2=[O:12]. The reactants are ClC1=C(C=CC=2N(C(=NC21)CC)CC(=O)OC(C)(C)C)C#N (1,1-Dimethylethyl (4-chloro-5-cyano-2-ethyl-1H-benzimidazol-1-yl)acetate), [SiH](CC)(CC)CC (Et3SiH). Solvent: C(Cl)Cl.C(=O)(C(F)(F)F)O (CH2Cl2 TFA). Reaction conditions: time 5 hour. Product: ClC1=C(C=CC=2N(C(=NC21)CC)CC(=O)O)C#N ((4-Chloro-5-cyano-2-ethyl-1H-benzimidazol-1-yl)acetic acid). Yield: 64.5%. Reaction SMILES: [Cl:1][C:2]1[C:10]2[N:9]=[C:8]([CH2:11][CH3:12])[N:7]([CH2:13][C:14]([O:16]C(C)(C)C)=[O:15])[C:6]=2[CH:5]=[CH:4][C:3]=1[C:21]#[N:22].[SiH](CC)(CC)CC>C(Cl)Cl.C(O)(C(F)(F)F)=O>[Cl:1][C:2]1[C:10]2[N:9]=[C:8]([CH2:11][CH3:12])[N:7]([CH2:13][C:14]([OH:16])=[O:15])[C:6]=2[CH:5]=[CH:4][C:3]=1[C:21]#[N:22] |f:2.3|. Procedure: 1,1-Dimethylethyl (4-chloro-5-cyano-2-ethyl-1H-benzimidazol-1-yl)acetate (0.032 g, 0.1 mmol) and Et3SiH (0.116 mg, 1 mmol) were combined in CH2Cl2/TFA (1:1; 6 mL) and stirred at rt for 5 h. Concentration was followed by pH adjustment to ca. 7 in H2O. Extraction with EtOAc, washing with brine, drying (Na2SO4), filtration, and concentration were followed by purification (SiO2, EtOAc/hexanes) to afford the title compound (0.017 g): MS (ESI) m/z 264 (M+1). The reactants are C([O-])([O-])=O.[K+].[K+] (Potassium carbonate), COCCN (2-methoxyethylamine), FC1=C(C=CC=C1)[N+](=O)[O-] (1-fluoro-2-nitrobenzene). Solvent: C1CCOC1 (THF), C(C)(=O)OCC (ethyl acetate). Conditions: time 24 hour. The product is COCCNC1=C(C=CC=C1)[N+](=O)[O-] (N-(2-Methoxy)ethyl-2-nitroaniline). As a reaction SMILES: C(=O)([O-])[O-].[K+].[K+].[CH3:7][O:8][CH2:9][CH2:10][NH2:11].F[C:13]1[CH:18]=[CH:17][CH:16]=[CH:15][C:14]=1[N+:19]([O-:21])=[O:20]>C1COCC1.C(OCC)(=O)C>[CH3:7][O:8][CH2:9][CH2:10][NH:11][C:13]1[CH:18]=[CH:17][CH:16]=[CH:15][C:14]=1[N+:19]([O-:21])=[O:20] |f:0.1.2|. Reported procedure: Potassium carbonate (4.15 g) and 2-methoxyethylamine (1.3 ml) were added to a solution of 1-fluoro-2-nitrobenzene (1.56 ml) in dry THF (20 ml). The mixture was stirred at 23° for 24 h, then it was diluted with ethyl acetate, washed with a saturated ammonium chloride solution (100 ml), 10% sodium hydroxide solution (100 ml) and brine (100 ml), dried and concentrated in vacuo. The residue was purified by flash chromatography (eluting with CH-EA 3:1) to give the title compound as an orange oil (2.5... RXN SMILES: [F:1][c:2]1[c:3]2[cH:4][n:5][n:6]([CH:16]3[O:17][CH2:18][CH2:19][CH2:20][CH2:21]3)[c:7]2[cH:8][cH:9][c:10]1[C:11]#[C:12][CH2:13][CH2:14][OH:15].[OH2:27].[P:22]([Cl:23])([Cl:24])([Cl:25])=[O:26].[cH:28]1[cH:29][cH:30][n:31][cH:32][cH:33]1>>[F:1][c:2]1[c:3]2[cH:4][n:5][n:6]([CH:16]3[O:17][CH2:18][CH2:19][CH2:20][CH2:21]3)[c:7]2[cH:8][cH:9][c:10]1[C:11]#[C:12][CH2:13][CH2:14][Cl:24]. Reactants: OCCC#Cc1ccc2c(cnn2C2CCCCO2)c1F, O, O=P(Cl)(Cl)Cl, c1ccncc1. The product is Fc1c(C#CCCCl)ccc2c1cnn2C1CCCCO1.